The task is: describe an organic reaction: reactants, conditions, products, and yield. This data is from the Open Reaction Database (ORD), a public repository of structured organic reaction records. Starting materials: O=C1Nc2ccccc2C2=NC(CBr)CN12, CC#N, c1ccc(N2CCNCC2)cc1. The product is O=C1Nc2ccccc2C2=NC(CN3CCN(c4ccccc4)CC3)CN12. As a reaction SMILES: [Br:1][CH2:2][CH:3]1[N:4]=[C:5]2[N:6]([C:7](=[O:15])[NH:8][c:9]3[cH:10][cH:11][cH:12][cH:13][c:14]32)[CH2:16]1.[CH3:29][C:30]#[N:31].[c:17]1([N:23]2[CH2:24][CH2:25][NH:26][CH2:27][CH2:28]2)[cH:18][cH:19][cH:20][cH:21][cH:22]1>>[CH2:2]([CH:3]1[N:4]=[C:5]2[N:6]([C:7](=[O:15])[NH:8][c:9]3[cH:10][cH:11][cH:12][cH:13][c:14]32)[CH2:16]1)[N:26]1[CH2:25][CH2:24][N:23]([c:17]2[cH:18][cH:19][cH:20][cH:21][cH:22]2)[CH2:28][CH2:27]1. Reactants: N1CCC(CC1)=C1C2=C(CCC=3C1=NC=CC3)C=CC=C2 (11-(4-piperidylidene)-6,11 dihydro-5H-benzo-[5,6]-cyclohepta-[1,2-b]-pyridine), O (water), C(OC(C)(C)C)(OC(C)(C)C)=O (di-t-butyl carbonate). Solvent: O1CCCC1 (tetrahydrofuran). Product: C(=O)(OC(C)(C)C)N1CCC(CC1)=C1C2=C(CCC=3C1=NC=CC3)C=CC=C2 (11-(N-Carbo-t-butoxy-4-piperidylidene)-6,11-dihydro-5H-benzo-[5,6]-cyclohepta-[1,2-b]-pyridine). As a reaction SMILES: [NH:1]1[CH2:6][CH2:5][C:4](=[C:7]2[C:13]3=[N:14][CH:15]=[CH:16][CH:17]=[C:12]3[CH2:11][CH2:10][C:9]3[CH:18]=[CH:19][CH:20]=[CH:21][C:8]2=3)[CH2:3][CH2:2]1.O.[C:23](=O)([O:29]C(C)(C)C)[O:24][C:25]([CH3:28])([CH3:27])[CH3:26]>O1CCCC1>[C:23]([N:1]1[CH2:2][CH2:3][C:4](=[C:7]2[C:13]3=[N:14][CH:15]=[CH:16][CH:17]=[C:12]3[CH2:11][CH2:10][C:9]3[CH:18]=[CH:19][CH:20]=[CH:21][C:8]2=3)[CH2:5][CH2:6]1)([O:24][C:25]([CH3:28])([CH3:27])[CH3:26])=[O:29]. Procedure: Dissolve 13.8 g of 11-(4-piperidylidene)-6,11 dihydro-5H-benzo-[5,6]-cyclohepta-[1,2-b]-pyridine (Compound IC) prepared according to Villani et. al., J. Med. Chem. 15, 750 (1972) in 250 ml of dry tetrahydrofuran. With stirring, add in one portion 12 g of di-t-butyl carbonate and stir at room temperature overnight. The mixture is poured into water, is extracted with ether, is washed with water and the solvent removed. Recrystallize the residue from isopropyl ether. The melting point is 144°-145° ... The reactants are ClC1=CC=C(C=2N3C(=NC21)N(CCC3)C3=C(C=C(C=C3)Cl)Cl)[N+](=O)[O-] (9-chloro-1-(2,4-dichlorophenyl)-6-nitro-1,2,3,4-tetrahydropyrimido[1,2-a]benzimidazole). The reagents and catalysts are [Pd] (palladium on carbon). Solvent: C(C)(=O)O (acetic acid). Run at time 8 hour. Yields the product ClC=1C=CC(=C2N3C(=NC21)N(CCC3)C3=C(C=C(C=C3)Cl)Cl)N (9-Chloro-1-(2,4-dichlorophenyl)-1,2,3,4-tetrahydropyrimido[1,2-a]benzimidazol-6-amine). The yield is 45.1%. As a reaction SMILES: [Cl:1][C:2]1[C:10]2[N:9]=[C:8]3[N:11]([C:15]4[CH:20]=[CH:19][C:18]([Cl:21])=[CH:17][C:16]=4[Cl:22])[CH2:12][CH2:13][CH2:14][N:7]3[C:6]=2[C:5]([N+:23]([O-])=O)=[CH:4][CH:3]=1>[Pd].C(O)(=O)C>[Cl:1][C:2]1[CH:3]=[CH:4][C:5]([NH2:23])=[C:6]2[C:10]=1[N:9]=[C:8]1[N:11]([C:15]3[CH:20]=[CH:19][C:18]([Cl:21])=[CH:17][C:16]=3[Cl:22])[CH2:12][CH2:13][CH2:14][N:7]21. Procedure details: A mixture of 9-chloro-1-(2,4-dichlorophenyl)-6-nitro-1,2,3,4-tetrahydropyrimido[1,2-a]benzimidazole (123 mg, 0.308 mmol) and, 10% palladium on carbon (12 mg) in acetic acid (5.0 mL) was stirred under hydrogen atmosphere at room temperature for 8 hr. The catalyst was removed by filtration and the filtrate was concentrated in vacuo. The residue was purified by flash chromatography on silica gel eluting with a 50-100% ethyl acetate/n-hexane gradient mixture. The filtrate was concentrated in vacuo t... The reactants are [N+](=O)([O-])C=1C=C(C=CC1)O (3-nitrophenol), CC(C)([O-])C.[K+] (potassium tert-butoxide), ClC1=CC(=NC=C1)C(=O)OC (methyl 4-chloropyridine-2-carboxylate), C([O-])([O-])=O.[K+].[K+] (potassium carbonate). The solvent is O (water), CN(C=O)C (N,N-dimethylformamide). Conditions: time 30 minute. The product is [N+](=O)([O-])C=1C=C(OC2=CC(=NC=C2)C(=O)O)C=CC1 (4-(3-nitrophenoxy)pyridine-2-carboxylic acid). The yield is 7.6%. Reaction SMILES: [N+:1]([C:4]1[CH:5]=[C:6]([OH:10])[CH:7]=[CH:8][CH:9]=1)([O-:3])=[O:2].CC(C)([O-])C.[K+].Cl[C:18]1[CH:23]=[CH:22][N:21]=[C:20]([C:24]([O:26]C)=[O:25])[CH:19]=1.C(=O)([O-])[O-].[K+].[K+]>O.CN(C)C=O>[N+:1]([C:4]1[CH:5]=[C:6]([CH:7]=[CH:8][CH:9]=1)[O:10][C:18]1[CH:23]=[CH:22][N:21]=[C:20]([C:24]([OH:26])=[O:25])[CH:19]=1)([O-:3])=[O:2] |f:1.2,4.5.6|. Reported procedure: A mixture of 3-nitrophenol (3.65 g, 26.2 mmol), potassium tert-butoxide (3.23 g, 28.8 mmol) and N,N-dimethylformamide (20 mL) was stirred at room temperature for 30 min. After stirring, methyl 4-chloropyridine-2-carboxylate (3.00 g, 17.5 mmol) and potassium carbonate (10.9 g, 78.6 mmol) were added, and the mixture was stirred at 120° C. for 3 hr. The reaction mixture was diluted with water and extracted with ethyl acetate. The organic layer was washed with water and saturated brine, dried over a... The reactants are CN1C(CCC2=CC(=CC=C12)B1OC(C(O1)(C)C)(C)C)=O (1-methyl-6-(4,4,5,5-tetramethyl-[1,3,2]dioxaborolan-2-yl)-3,4-dihydro-1H-quinolin-2-one), BrC=1C=NC=C(C1)N1[C@@H](CCC1)COC (3-bromo-5-((S)-2-methoxymethyl-pyrrolidin-1-yl)-pyridine). The product is COC[C@H]1N(CCC1)C=1C=C(C=NC1)C=1C=C2CCC(N(C2=CC1)C)=O (6-[5-((S)-2-Methoxymethyl-pyrrolidin-1-yl)-pyridin-3-yl]-1-methyl-3,4-dihydro-1H-quinolin-2-one). As a reaction SMILES: [CH3:1][N:2]1[C:11]2[C:6](=[CH:7][C:8](B3OC(C)(C)C(C)(C)O3)=[CH:9][CH:10]=2)[CH2:5][CH2:4][C:3]1=[O:21].Br[C:23]1[CH:24]=[N:25][CH:26]=[C:27]([N:29]2[CH2:33][CH2:32][CH2:31][C@H:30]2[CH2:34][O:35][CH3:36])[CH:28]=1>>[CH3:36][O:35][CH2:34][C@@H:30]1[CH2:31][CH2:32][CH2:33][N:29]1[C:27]1[CH:28]=[C:23]([C:8]2[CH:7]=[C:6]3[C:11](=[CH:10][CH:9]=2)[N:2]([CH3:1])[C:3](=[O:21])[CH2:4][CH2:5]3)[CH:24]=[N:25][CH:26]=1. Reported procedure: In analogy to the procedure described for the preparation of intermediate A-3 [C], 1-methyl-6-(4,4,5,5-tetramethyl-[1,3,2]dioxaborolan-2-yl)-3,4-dihydro-1H-quinolin-2-one (intermediate A-1) has been coupled to 3-bromo-5-((S)-2-methoxymethyl-pyrrolidin-1-yl)-pyridine (intermediate A-6) to give the title compound as a yellow oil. MS: 352.3 (M+H+). Starting materials: Cc1cc(NC2CCCN(C(=O)OC(C)C)c3ccc(Br)cc32)sn1, CCOC(C)=O, FC(F)(F)c1cc(CBr)cc(C(F)(F)F)c1, [H-], [Na+], C1CCOC1. The product is Cc1cc(N(Cc2cc(C(F)(F)F)cc(C(F)(F)F)c2)C2CCCN(C(=O)OC(C)C)c3ccc(Br)cc32)sn1. RXN SMILES: [Br:3][c:4]1[cH:5][c:6]2[c:7]([cH:26][cH:27]1)[N:8]([C:20](=[O:21])[O:22][CH:23]([CH3:24])[CH3:25])[CH2:9][CH2:10][CH2:11][CH:12]2[NH:13][c:14]1[cH:15][c:16]([CH3:19])[n:17][s:18]1.[CH3:49][CH2:50][O:51][C:52](=[O:53])[CH3:54].[F:28][C:29]([c:30]1[cH:31][c:32]([CH2:33][Br:34])[cH:35][c:36]([C:38]([F:39])([F:40])[F:41])[cH:37]1)([F:42])[F:43].[H-:1].[Na+:2].[O:44]1[CH2:45][CH2:46][CH2:47][CH2:48]1>>[Br:3][c:4]1[cH:5][c:6]2[c:7]([cH:26][cH:27]1)[N:8]([C:20](=[O:21])[O:22][CH:23]([CH3:24])[CH3:25])[CH2:9][CH2:10][CH2:11][CH:12]2[N:13]([c:14]1[cH:15][c:16]([CH3:19])[n:17][s:18]1)[CH2:33][c:32]1[cH:31][c:30]([C:29]([F:28])([F:42])[F:43])[cH:37][c:36]([C:38]([F:39])([F:40])[F:41])[cH:35]1.